Dataset: the Open Reaction Database (ORD), a public repository of structured organic reaction records. Task: describe an organic reaction: reactants, conditions, products, and yield Reactants: CCCCCCBr, COCCOC, C[Si](C)(C)N1CCCC1=O. Yields the product CCCCCCN1CCCC1=O. As a reaction SMILES: [CH2:11]([CH2:12][CH2:13][CH2:14][CH2:15][CH3:16])[Br:17].[CH3:18][O:19][CH2:20][CH2:21][O:22][CH3:23].[CH3:1][Si:2]([N:3]1[C:4](=[O:8])[CH2:5][CH2:6][CH2:7]1)([CH3:9])[CH3:10]>>[N:3]1([CH2:11][CH2:12][CH2:13][CH2:14][CH2:15][CH3:16])[C:4](=[O:8])[CH2:5][CH2:6][CH2:7]1.